Dataset: the Open Reaction Database (ORD), a public repository of structured organic reaction records. Task: describe an organic reaction: reactants, conditions, products, and yield Reactants: COC(=O)C1=C(C(=C2C(=N1)N(C=N2)C)F)NC2=C(C=CC=C2)F (7-fluoro-6-(2-fluorophenylamino)-3-methyl-3H-imidazo[4,5-b]pyridine-5-carboxylic acid methyl ester), C1CC(=O)N(C1=O)Br (NBS). Run in CCOC(=O)C (EtOAc), CN(C)C=O (DMF). Run at time 16 hour. Yields the product COC(=O)C1=C(C(=C2C(=N1)N(C=N2)C)F)NC2=C(C=C(C=C2)Br)F (6-(4-bromo-2-fluorophenylamino)-7-fluoro-3-methyl-3H-imidazo[4,5-b]pyridine-5-carboxylic acid methyl ester). RXN SMILES: [CH3:1][O:2][C:3]([C:5]1[N:10]=[C:9]2[N:11]([CH3:14])[CH:12]=[N:13][C:8]2=[C:7]([F:15])[C:6]=1[NH:16][C:17]1[CH:22]=[CH:21][CH:20]=[CH:19][C:18]=1[F:23])=[O:4].C1C(=O)N([Br:31])C(=O)C1>CN(C=O)C.CCOC(C)=O>[CH3:1][O:2][C:3]([C:5]1[N:10]=[C:9]2[N:11]([CH3:14])[CH:12]=[N:13][C:8]2=[C:7]([F:15])[C:6]=1[NH:16][C:17]1[CH:22]=[CH:21][C:20]([Br:31])=[CH:19][C:18]=1[F:23])=[O:4]. Procedure details: To a solution of 7-fluoro-6-(2-fluorophenylamino)-3-methyl-3H-imidazo[4,5-b]pyridine-5-carboxylic acid methyl ester (1.00 equivalent) in DMF is added NBS (1.20 equivalents) at room temperature. After stirring for 16 hours at room temperature, the reaction mixture is diluted with EtOAc and washed with water. The organic layer is dried over MgSO4, filtered, and concentrated in vacuo to give the crude material that is purified by trituration or flash column chromatography to afford the desired prod...